This data is from the Open Reaction Database (ORD), a public repository of structured organic reaction records. The task is: describe an organic reaction: reactants, conditions, products, and yield Reactants: C(C)(C)(C)OC(N[C@H](C(=O)NNC(C1=CC=CC=C1)=O)CC1=CC=CC=C1)=O (tert.-butyl-[(2S)-1-(2-benzoylhydrazino)-1-oxo-3-phenylpropan-2-yl]carbamate), C(C)(C)(C)OC(N[C@H](C(=O)NNC(C1=CC=CC=C1)=O)CC1=CC=CC=C1)=O (tert.-butyl-[(2S)-1-(2-benzoylhydrazino)-1-oxo-3-phenylpropan-2-yl]carbamate), Cl (hydrogen chloride), O1CCOCC1 (dioxane). Reaction conditions: time 1 hour. The product is N[C@H](C(=O)N(NCl)C(C1=CC=CC=C1)=O)CC1=CC=CC=C1 (N′-[(2S)-2-amino-3-phenylpropanoyl]benzoylhydrazino-hydrochloride). As a reaction SMILES: C(OC(=O)[NH:7][C@@H:8]([CH2:21][C:22]1[CH:27]=[CH:26][CH:25]=[CH:24][CH:23]=1)[C:9]([NH:11][NH:12]C(=O)C1C=CC=CC=1)=[O:10])(C)(C)C.[ClH:29].[O:30]1[CH2:35][CH2:34]OCC1>>[NH2:7][C@@H:8]([CH2:21][C:22]1[CH:23]=[CH:24][CH:25]=[CH:26][CH:27]=1)[C:9]([N:11]([C:35](=[O:30])[C:34]1[CH:23]=[CH:22][CH:21]=[CH:8][CH:9]=1)[NH:12][Cl:29])=[O:10]. Procedure: 313 mg (818 μmol) of tert.-butyl-[(2S)-1-(2-benzoylhydrazino)-1-oxo-3-phenylpropan-2-yl]carbamate (intermediate 34) were stirred in 13 ml of a 4 N hydrogen chloride solution diluted in dioxane and stirred for 1 hour at RT. Then the reaction composition was evaporated and the residue vacuum dried. The yield was 255 mg (92% o. th.) of the title compound. Starting materials: C(CCC)[Li] (n-butyllithium), CC1=C(N=C(O1)C1=CC=CC=C1)[C@H](CCC1=CC=C(C=C1)Br)OC ((S)-4-[3-(5-Methyl-2-phenyl-4-oxazolyl)-3-methoxypropyl]bromobenzene), C1CCOC1 (THF), CN(C)C=O (DMF). Solvent: C(C)(=O)OCC (ethyl acetate). Run at temperature -78 celsius. Yields the product CC1=C(N=C(O1)C1=CC=CC=C1)CC[C@H](OC)C1=CC=C(C=O)C=C1 ((S)-4-[(5-Methyl-2-phenyl-4-oxazolyl)-1-methoxypropyl]benzaldehyde). The yield is 62.0%. Reaction SMILES: [CH3:1][C:2]1[O:6][C:5]([C:7]2[CH:12]=[CH:11][CH:10]=[CH:9][CH:8]=2)=[N:4][C:3]=1[C@@H:13](OC)[CH2:14][CH2:15][C:16]1[CH:21]=[CH:20][C:19](Br)=[CH:18][CH:17]=1.C([Li])CCC.CN([CH:33]=[O:34])C.C1C[O:38][CH2:37]C1>C(OCC)(=O)C>[CH3:1][C:2]1[O:6][C:5]([C:7]2[CH:8]=[CH:9][CH:10]=[CH:11][CH:12]=2)=[N:4][C:3]=1[CH2:13][CH2:14][C@@H:15]([C:16]1[CH:17]=[CH:18][C:19]([CH:33]=[O:34])=[CH:20][CH:21]=1)[O:38][CH3:37]. Procedure: (S)-4-[3-(5-Methyl-2-phenyl-4-oxazolyl)-3-methoxypropyl]bromobenzene (1.1 g, 2.8 mmol, prepared as described in Example 15) was dissolved in THF (30 mL), cooled to −78° C. and treated with n-butyllithium (2.5 M in THF, 1.2 mL, 3.0 mmol) dropwise via syringe. Following addition, the reaction mixture was stirred at −78° C. for an additional hour and treated with dry DMF (220 mg, 30 mmol). The reaction mixture was stirred at −78° C. for 90 minutes and at ambient temperature for 24 hours. The reacti... Starting materials: FC(COP(OCC(F)(F)F)[O-])(F)F (bis(2,2,2-trifluoroethyl)phosphite), C1CCC2=NCCCN2CC1 (1,8-diazabicyclo[5,4,0]-7-undecene), C1(=CC=CC=C1)C(N1C=NC(=C1)CCl)(C1=CC=CC=C1)C1=CC=CC=C1 ((1-triphenylmethylimidazol-4-yl)methyl chloride). Solvent: C1CCOC1 (THF). The product is FC(COP(OCC(F)(F)F)(=O)CC=1N=CN(C1)C(C1=CC=CC=C1)(C1=CC=CC=C1)C1=CC=CC=C1)(F)F (bis(2,2,2-trifluoroethyl)(1-triphenylmethylimidazol-4-yl)methylphosphonate). The yield is 29.9%. As a reaction SMILES: [F:1][C:2]([F:14])([F:13])[CH2:3][O:4][P:5]([O-:12])[O:6][CH2:7][C:8]([F:11])([F:10])[F:9].C1CCN2C(=NCCC2)CC1.[C:26]1([C:32]([C:46]2[CH:51]=[CH:50][CH:49]=[CH:48][CH:47]=2)([C:40]2[CH:45]=[CH:44][CH:43]=[CH:42][CH:41]=2)[N:33]2[CH:37]=[C:36]([CH2:38]Cl)[N:35]=[CH:34]2)[CH:31]=[CH:30][CH:29]=[CH:28][CH:27]=1>C1COCC1>[F:14][C:2]([F:1])([F:13])[CH2:3][O:4][P:5]([CH2:38][C:36]1[N:35]=[CH:34][N:33]([C:32]([C:26]2[CH:31]=[CH:30][CH:29]=[CH:28][CH:27]=2)([C:40]2[CH:41]=[CH:42][CH:43]=[CH:44][CH:45]=2)[C:46]2[CH:51]=[CH:50][CH:49]=[CH:48][CH:47]=2)[CH:37]=1)(=[O:12])[O:6][CH2:7][C:8]([F:11])([F:9])[F:10]. Reported procedure: To a solution of bis(2,2,2-trifluoroethyl)phosphite (0.11 ml, 0.6 mmol) in THF (1.5 ml) were added 1,8-diazabicyclo[5,4,0]-7-undecene (DBU) (0.09 ml, 0.6 mmol) and (1-triphenylmethylimidazol-4-yl)methyl chloride (71.8 mg, 0.2 mmol). The reaction mixture was refluxed under argon flow for 22 hours. The solvent was removed under reduced pressure, and water (10 ml) was added to the residue, which was then extracted 3 times with ethyl acetate (10 ml). The resultant organic layers were washed with sat... Reactants: ClC1=CC=C(C(=N1)N)[N+](=O)[O-] (6-chloro-3-nitro-2-aminopyridine), O1CCOCC1 (1,4-dioxane), COC1OC(CC1)OC (2,5-dimethoxytetrahydrofuran), Cl.ClC1=CC=NC=C1 (4-chloropyridine hydrochloride). Run in C(C)OCC (ethyl ether). The product is ClC1=CC=C(C(=N1)N1C=CC=C1)[N+](=O)[O-] (6-chloro-3-nitro-2-(1-pyrrolyl)pyridine). Reaction SMILES: [Cl:1][C:2]1[N:7]=[C:6]([NH2:8])[C:5]([N+:9]([O-:11])=[O:10])=[CH:4][CH:3]=1.CO[CH:14]1[CH2:18][CH2:17][CH:16](OC)O1.Cl.ClC1C=CN=CC=1.O1CCOCC1>C(OCC)C>[Cl:1][C:2]1[N:7]=[C:6]([N:8]2[CH:14]=[CH:18][CH:17]=[CH:16]2)[C:5]([N+:9]([O-:11])=[O:10])=[CH:4][CH:3]=1 |f:2.3|. Procedure: The reaction is carried out in the same way as in Stage B of Example 90 but starting from 15.40 g (0.0887 mol) of 6-chloro-3-nitro-2-aminopyridine and by using 12.9 g (0.0976 mol; 1.1 eq) of 2,5-dimethoxytetrahydrofuran, 14.64 g (0.0976 mol; 1.1 eq) of 4-chloropyridine hydrochloride and 300 cm3 of 1,4-dioxane. The solution is brought to reflux for 6 h. At the end of the reaction, the precipitate is taken up in ethyl ether. The reactants are CC(=O)Nc1c(C)cccc1C(=O)O, O, O=[N+]([O-])O, O=S(=O)(O)O. Product: CC(=O)Nc1c(C)cc([N+](=O)[O-])cc1C(=O)O. RXN SMILES: [C:1]([CH3:2])(=[O:3])[NH:4][c:5]1[c:6]([C:7](=[O:8])[OH:9])[cH:10][cH:11][cH:12][c:13]1[CH3:14].[OH2:24].[OH:20][N+:21]([O-:22])=[O:23].[S:15](=[O:16])(=[O:17])([OH:18])[OH:19]>>[C:1]([CH3:2])(=[O:3])[NH:4][c:5]1[c:6]([C:7](=[O:8])[OH:9])[cH:10][c:11]([N+:21](=[O:20])[O-:22])[cH:12][c:13]1[CH3:14]. Starting materials: NCC=1C(=NC(=C(C1)F)NC1=NNC(=C1)OC(C)C)N[C@@H](C)C1=CC=C(C=C1)F ((S)-3-(Aminomethyl)-5-fluoro-N2-(1-(4-fluorophenyl)ethyl)-N6-(5-isopropoxy-1H-pyrazol-3-yl)pyridine-2,6-diamine), C(C)(=O)O (acetic acid). The solvent is C1CCOC1.C(Cl)Cl (THF DCM). Run at temperature 0 celsius, time 45 minute. Product: FC=1C=C(C(=NC1NC1=NNC(=C1)OC(C)C)N[C@@H](C)C1=CC=C(C=C1)F)CNC(C)=O ((S)—N-((5-Fluoro-2-(1-(4-fluorophenyl)ethylamino)-6-(5-isopropoxy-1H-pyrazol-3-ylamino)pyridin-3-yl)methyl)acetamide). Isolated yield 49.0%. Reaction SMILES: [NH2:1][CH2:2][C:3]1[C:4]([NH:20][C@H:21]([C:23]2[CH:28]=[CH:27][C:26]([F:29])=[CH:25][CH:24]=2)[CH3:22])=[N:5][C:6]([NH:10][C:11]2[CH:15]=[C:14]([O:16][CH:17]([CH3:19])[CH3:18])[NH:13][N:12]=2)=[C:7]([F:9])[CH:8]=1.[C:30](O)(=[O:32])[CH3:31]>C1COCC1.C(Cl)Cl>[F:9][C:7]1[CH:8]=[C:3]([CH2:2][NH:1][C:30](=[O:32])[CH3:31])[C:4]([NH:20][C@H:21]([C:23]2[CH:24]=[CH:25][C:26]([F:29])=[CH:27][CH:28]=2)[CH3:22])=[N:5][C:6]=1[NH:10][C:11]1[CH:15]=[C:14]([O:16][CH:17]([CH3:18])[CH3:19])[NH:13][N:12]=1 |f:2.3|. Procedure: (S)-3-(Aminomethyl)-5-fluoro-N2-(1-(4-fluorophenyl)ethyl)-N6-(5-isopropoxy-1H-pyrazol-3-yl)pyridine-2,6-diamine (Example 18; 0.20 g, 0.49 mmol) and acetic acid loaded TFP resin (1.4 mmol/g loading, 0.49 mmol) were placed in a THF-DCM solution (1:1, 6 ml) at 0° C. The resulting solution was shaken vigorously at 0° C. for 45 min and filtered. The resulting resin was washed with a THF-DCM solution (1:1, 3×5 ml for 30 min. each). The resulting organic layers were combined and concentrated. The resul... Starting materials: C1(CCCCC1)=O (Cyclohexanone), C(C1=CC=CC=C1)=O (benzaldehyde). Reaction conditions: time 2 hour. Yields the product C(C1=CC=CC=C1)=C1C(C(CCC1)=CC1=CC=CC=C1)=O (2,6-Di(benzylidene)cyclohexanone). Reaction SMILES: [C:1]1(=[O:7])[CH2:6][CH2:5][CH2:4][CH2:3][CH2:2]1.[CH:8](=O)[C:9]1[CH:14]=[CH:13][CH:12]=[CH:11][CH:10]=1>>[CH:8](=[C:2]1[CH2:3][CH2:4][CH2:5][C:6](=[CH:8][C:9]2[CH:14]=[CH:13][CH:12]=[CH:11][CH:10]=2)[C:1]1=[O:7])[C:9]1[CH:14]=[CH:13][CH:12]=[CH:11][CH:10]=1. Procedure: (75) Cyclohexanone (10 mmol) and benzaldehyde (20 mmol) were used. The reaction stirred for 2 hours. A solid formed and was filtered. Recrystallization from ethanol yielded 2.01 g (73.4%) of bright-yellow flakes: mp 118.1-119.0° C. (lit. mp 116-117° C., Smith, et al., Can. J. Chem., 1973, 51, 1458-1470). 1H NMR (250 MHz) δ 7.83 (s, 2H), 7.50-7.32 (m, 10H), 2.95 (t, 4H), 1.80 (p, 2H); 13C NMR (62.7 MHz) 190.5, 137.1, 136.4, 136.1, 130.5, 128.8, 128.5, 28.6, 23.2 ppm.